From a dataset of the Open Reaction Database (ORD), a public repository of structured organic reaction records. describe an organic reaction: reactants, conditions, products, and yield The reactants are OCCNC(C(=O)OCC)=O (ethyl 2-hydroxyethyloxamate), O (water), O1CCOCC1 (dioxane). The solvent is C(C)N(CC)CC (TEA), C(C)N(CC)CC (triethylamine), C(C)N(CC)CC (triethylamine). Yields the product OCCNC(C(=O)O)=O (2-hydroxyethyloxamic acid). As a reaction SMILES: [OH:1][CH2:2][CH2:3][NH:4][C:5](=[O:11])[C:6]([O:8]CC)=[O:7].O.O1CCOCC1>C(N(CC)CC)C>[OH:1][CH2:2][CH2:3][NH:4][C:5](=[O:11])[C:6]([OH:8])=[O:7]. Procedure details: To 730.7 g (5 moles) of diethyl oxalate was added dropwise at room temperature a solution of 61.1 g (1 mole) of ethanolamine in 500 ml of acetone and, after the addition finished, treatment of the mixture by distillation under reduced pressure to remove the formed ethanol and the acetone and an excess amount of diethyl oxalate yielded ethyl 2-hydroxyethyloxamate. A mixture of 80.5 g (0.5 moles) of this ethyl 2-hydroxyethyloxamate, 50.6 g (0.5 moles) of triethylamine (hereinafter, referred to as ... Reactants: C1CCOC1, COc1ccc(CCl)cc1, CC1(C)OCC(CO)O1, [Cl-], [H-], [NH4+], [Na+], CN(C)C=O. Product: COc1ccc(COCC2COC(C)(C)O2)cc1. Reaction SMILES: [CH2:29]1[O:30][CH2:31][CH2:32][CH2:33]1.[CH3:12][O:13][c:14]1[cH:15][cH:16][c:17]([CH2:18][Cl:19])[cH:20][cH:21]1.[CH3:3][C:4]1([CH3:11])[O:5][CH2:6][CH:7]([CH2:9][OH:10])[O:8]1.[Cl-:22].[H-:1].[NH4+:23].[Na+:2].[O:24]=[CH:25][N:26]([CH3:27])[CH3:28]>>[CH3:3][C:4]1([CH3:11])[O:5][CH2:6][CH:7]([CH2:9][O:10][CH2:18][c:17]2[cH:16][cH:15][c:14]([O:13][CH3:12])[cH:21][cH:20]2)[O:8]1.